Task: describe an organic reaction: reactants, conditions, products, and yield. Dataset: the Open Reaction Database (ORD), a public repository of structured organic reaction records The reactants are [BH4-], C1CCOC1, CCOCC, CCOCC(C)Nc1nc2ccc(-c3nc(C4(C(=O)OC)CC4)[nH]c3-c3ccc(F)cc3F)nc2o1, [Li+]. Product: CCOCC(C)Nc1nc2ccc(-c3nc(C4(CO)CC4)[nH]c3-c3ccc(F)cc3F)nc2o1. RXN SMILES: [BH4-:42].[CH2:37]1[O:38][CH2:39][CH2:40][CH2:41]1.[CH3:44][CH2:45][O:46][CH2:47][CH3:48].[F:1][c:2]1[c:3](-[c:9]2[c:10](-[c:21]3[cH:22][cH:23][c:24]4[c:25]([n:26]3)[o:27][c:28]([NH:30][CH:31]([CH2:32][O:33][CH2:34][CH3:35])[CH3:36])[n:29]4)[n:11][c:12]([C:14]3([C:17](=[O:18])[O:19][CH3:20])[CH2:15][CH2:16]3)[nH:13]2)[cH:4][cH:5][c:6]([F:8])[cH:7]1.[Li+:43]>>[F:1][c:2]1[c:3](-[c:9]2[c:10](-[c:21]3[cH:22][cH:23][c:24]4[c:25]([n:26]3)[o:27][c:28]([NH:30][CH:31]([CH2:32][O:33][CH2:34][CH3:35])[CH3:36])[n:29]4)[n:11][c:12]([C:14]3([CH2:17][OH:18])[CH2:15][CH2:16]3)[nH:13]2)[cH:4][cH:5][c:6]([F:8])[cH:7]1.